Dataset: the Open Reaction Database (ORD), a public repository of structured organic reaction records. Task: describe an organic reaction: reactants, conditions, products, and yield Reactants: C(=O)(C(F)(F)F)O (TFA), O=C1N([C@@H]2CC[C@H](N1C2)C(=O)OCC2CCN(CC2)C(=O)OC(C)(C)C)OS(=O)(=O)O ([1-(tert-butoxycarbonyl)piperidin-4-yl]methyl(2S,5R)-7-oxo-6-(sulfooxy)-1,6-diazabicyclo[3.2.1]octane-2-carboxylate). Reaction conditions: time 1 hour. Product: O=C1N([C@@H]2CC[C@H](N1C2)C(=O)OCC2CCNCC2)OS(=O)(=O)O (piperidin-4-ylmethyl(2S,5R)-7-oxo-6-(sulfooxy)-1,6-diazabicyclo[3.2.1]octane-2-carboxylate). As a reaction SMILES: C(O)(C(F)(F)F)=O.[O:8]=[C:9]1[N:15]2[CH2:16][C@@H:11]([CH2:12][CH2:13][C@H:14]2[C:17]([O:19][CH2:20][CH:21]2[CH2:26][CH2:25][N:24](C(OC(C)(C)C)=O)[CH2:23][CH2:22]2)=[O:18])[N:10]1[O:34][S:35]([OH:38])(=[O:37])=[O:36]>>[O:8]=[C:9]1[N:15]2[CH2:16][C@@H:11]([CH2:12][CH2:13][C@H:14]2[C:17]([O:19][CH2:20][CH:21]2[CH2:22][CH2:23][NH:24][CH2:25][CH2:26]2)=[O:18])[N:10]1[O:34][S:35]([OH:38])(=[O:37])=[O:36]. Procedure details: TFA was added to the product of Step 3 at 0° C. under nitrogen. The reaction mixture was stirred for 1 hour then concentrated under vacuum. The residue was triturated with ether to remove excess trifluoroacetic acid and organic-soluble impurities. The resulting solid was dried, dissolved in water, and purified by preparative HPLC on a Phenomenex Synergy Polar-RP 80A column eluted with methanol/water and lyophilized to afford the title compound. LC-MS (negative ionization mode) m/e 362 (M−H). Reactants: CC=1NC(=C(C(C1C(=O)OCCCl)C1=CC(=CC=C1)[N+](=O)[O-])C(=O)OC)C (2-chloroethyl methyl 1,4-dihydro2,6-dimethyl-4-(3-nitrophenyl)pyridine-3,5-dicarboxylate), N1C(=NC=C1)CC1=CC=C(C=NO)C=C1 (4-(1-imidazolylmethyl)benzaldoxime), C([O-])([O-])=O.[K+].[K+] (potassium carbonate). Run in C(C)#N (acetonitrile). Product: CC=1NC(=C(C(C1C(=O)OCCON=CC1=CC=C(C=C1)CC=1NC=CN1)C1=CC(=CC=C1)[N+](=O)[O-])C(=O)OC)C (2-[{4-(1-imidazolylmethyl)benzylideneamino}oxy]ethyl methyl 1,4-dihydro-2,6-dimethyl-4-(3-nitrophenyl)pyridine-3,5-dicarboxylate). As a reaction SMILES: [CH3:1][C:2]1[NH:3][C:4]([CH3:27])=[C:5]([C:23]([O:25][CH3:26])=[O:24])[CH:6]([C:14]2[CH:19]=[CH:18][CH:17]=[C:16]([N+:20]([O-:22])=[O:21])[CH:15]=2)[C:7]=1[C:8]([O:10][CH2:11][CH2:12]Cl)=[O:9].[NH:28]1[CH:32]=[CH:31][N:30]=[C:29]1[CH2:33][C:34]1[CH:42]=[CH:41][C:37]([CH:38]=[N:39][OH:40])=[CH:36][CH:35]=1.C(=O)([O-])[O-].[K+].[K+]>C(#N)C>[CH3:1][C:2]1[NH:3][C:4]([CH3:27])=[C:5]([C:23]([O:25][CH3:26])=[O:24])[CH:6]([C:14]2[CH:19]=[CH:18][CH:17]=[C:16]([N+:20]([O-:22])=[O:21])[CH:15]=2)[C:7]=1[C:8]([O:10][CH2:11][CH2:12][O:40][N:39]=[CH:38][C:37]1[CH:36]=[CH:35][C:34]([CH2:33][C:29]2[NH:30][CH:31]=[CH:32][N:28]=2)=[CH:42][CH:41]=1)=[O:9] |f:2.3.4|. Procedure details: ##STR36## 301 mg (0.763 mM) of 2-chloroethyl methyl 1,4-dihydro2,6-dimethyl-4-(3-nitrophenyl)pyridine-3,5-dicarboxylate and 155 mg (0.763 mM) of 4-(1-imidazolylmethyl)benzaldoxime were dissolved in 5 ml of dried acetonitrile, and then to the solution 58 mg (0.42 mM) of anhydrous potassium carbonate was added. After the mixture was heated under reflux for 15 hours, acetonitrile was distilled away and dichloromethane was added to the residue. After washing with water, the residue was dried over an...